From a dataset of the Open Reaction Database (ORD), a public repository of structured organic reaction records. describe an organic reaction: reactants, conditions, products, and yield Reactants: C1COC2(CCC(CC2)C2CC=C(CC2)C2=C(C(=CC=C2)F)F)O1 (4-[4-(2,3-difluorophenyl)-3-cyclohexenyl]cyclohexanone ethylene ketal), C1(=CC=C(C=C1)S(=O)(=O)O)C (p-toluenesufonic acid), O1CCOCC1 (dioxane). Run in O (water). The product is FC1=C(C=CC=C1F)C1=CCC(CC1)C1CCC(CC1)=O (4-[4-(2,3-difluorophenyl)-3-cyclohexenyl]cyclohexanone). The yield is 81.3%. Reaction SMILES: C1O[C:4]2([CH2:9][CH2:8][CH:7]([CH:10]3[CH2:15][CH2:14][C:13]([C:16]4[CH:21]=[CH:20][CH:19]=[C:18]([F:22])[C:17]=4[F:23])=[CH:12][CH2:11]3)[CH2:6][CH2:5]2)[O:3]C1.C1(C)C=CC(S(O)(=O)=O)=CC=1.O1CCOCC1>O>[F:23][C:17]1[C:18]([F:22])=[CH:19][CH:20]=[CH:21][C:16]=1[C:13]1[CH2:14][CH2:15][CH:10]([CH:7]2[CH2:6][CH2:5][C:4](=[O:3])[CH2:9][CH2:8]2)[CH2:11][CH:12]=1. Procedure: First, 8 g of 4-[4-(2,3-difluorophenyl)-3-cyclohexenyl]cyclohexanone ethylene ketal, 0.5 g of p-toluenesufonic acid, 40 ml of dioxane, and 110 ml of water were placed in a 300 ml flask. The mixture was stirred under reflux for 5 hours. The reaction mixture was extracted with ether. The ether layer was washed with water and dried over anhydrous sodium sulfate. Then, the solvent was distilled away. The residue was recrystallized from hexane to obtain 5.65 g of 4-[4-(2,3-difluorophenyl)-3-cyclohexe... The reactants are CCO, ClCc1cccc(OCc2ccc3ccccc3n2)c1, Cl, [K+], [OH-], O, OC1(c2ccccc2)CCNCC1. Product: OC1(c2ccccc2)CCN(Cc2cccc(OCc3ccc4ccccc4n3)c2)CC1. As a reaction SMILES: [CH3:38][CH2:39][OH:40].[Cl:2][CH2:3][c:4]1[cH:5][c:6]([O:7][CH2:8][c:9]2[n:10][c:11]3[cH:12][cH:13][cH:14][cH:15][c:16]3[cH:17][cH:18]2)[cH:19][cH:20][cH:21]1.[ClH:1].[K+:36].[OH-:35].[OH2:37].[OH:22][C:23]1([c:29]2[cH:30][cH:31][cH:32][cH:33][cH:34]2)[CH2:24][CH2:25][NH:26][CH2:27][CH2:28]1>>[CH2:3]([c:4]1[cH:5][c:6]([O:7][CH2:8][c:9]2[n:10][c:11]3[cH:12][cH:13][cH:14][cH:15][c:16]3[cH:17][cH:18]2)[cH:19][cH:20][cH:21]1)[N:26]1[CH2:25][CH2:24][C:23]([OH:22])([c:29]2[cH:30][cH:31][cH:32][cH:33][cH:34]2)[CH2:28][CH2:27]1. Reactants: ClC=1N=NC(=C(N1)NC1=CC=C(C=C1)P(=O)(C)C)Cl (3,6-dichloro-N-[4-(dimethylphosphoryl)phenyl]-1,2,4-triazin-5-amine), COC1=C(N)C=CC(=C1)N1CCC(CC1)N1CCN(CC1)C (2-methoxy-4-[4-(4-methylpiperazin-1-yl)piperidin-1-yl]aniline), C12(C(=O)CC(CC1)C2(C)C)CS(=O)(=O)O (camphorsulfonic acid). The solvent is CC(C)O (2-propanol), ClCCl (dichloromethane). Yields the product ClC1=C(N=C(N=N1)NC1=C(C=C(C=C1)N1CCC(CC1)N1CCN(CC1)C)OC)NC1=CC=C(C=C1)P(=O)(C)C (6-chloro-N5-[4(dimethylphosphoryl)phenyl]-N3-{2-methoxy-4-[4-(4-methylpiperazin-1-yl)piperidin-1-yl]phenyl}-1,2,4-triazine-3,5-diamine). As a reaction SMILES: Cl[C:2]1[N:3]=[N:4][C:5]([Cl:19])=[C:6]([NH:8][C:9]2[CH:14]=[CH:13][C:12]([P:15]([CH3:18])([CH3:17])=[O:16])=[CH:11][CH:10]=2)[N:7]=1.[CH3:20][O:21][C:22]1[CH:28]=[C:27]([N:29]2[CH2:34][CH2:33][CH:32]([N:35]3[CH2:40][CH2:39][N:38]([CH3:41])[CH2:37][CH2:36]3)[CH2:31][CH2:30]2)[CH:26]=[CH:25][C:23]=1[NH2:24].C12(CS(O)(=O)=O)C(C)(C)C(CC1)CC2=O>CC(O)C.ClCCl>[Cl:19][C:5]1[N:4]=[N:3][C:2]([NH:24][C:23]2[CH:25]=[CH:26][C:27]([N:29]3[CH2:34][CH2:33][CH:32]([N:35]4[CH2:36][CH2:37][N:38]([CH3:41])[CH2:39][CH2:40]4)[CH2:31][CH2:30]3)=[CH:28][C:22]=2[O:21][CH3:20])=[N:7][C:6]=1[NH:8][C:9]1[CH:14]=[CH:13][C:12]([P:15]([CH3:18])([CH3:17])=[O:16])=[CH:11][CH:10]=1. Procedure details: A mixture of 3,6-dichloro-N-[4-(dimethylphosphoryl)phenyl]-1,2,4-triazin-5-amine (0.7 mmol), 2-methoxy-4-[4-(4-methylpiperazin-1-yl)piperidin-1-yl]aniline (0.7 mmol) and camphorsulfonic acid (0.7 equiv.), is refluxed for 20-48 hours in 2-propanol. The reaction mixture is allowed to cool to room temperature, dissolved in dichloromethane and washed with an aqueous solution of Na2CO3. The dichloromethane extract is dried over MgSO4 and evaporated. The crude product is purified by Prep-HPLC.